This data is from the Open Reaction Database (ORD), a public repository of structured organic reaction records. The task is: describe an organic reaction: reactants, conditions, products, and yield Reactants: BrC1=C(C=CC=C1)C(C)=O (1-(2-bromo-phenyl)-ethanone), BrCC(=O)C1=C(C=CC(=C1)Cl)Cl (2-bromo-1-(2,5-dichlorophenyl)ethanone). Yields the product BrCC(=O)C1=C(C=CC=C1)Br (2-bromo-1-(2-bromo-phenyl)-ethanone). Isolated yield 57.0%. RXN SMILES: [Br:1][C:2]1[CH:7]=[CH:6][CH:5]=[CH:4][C:3]=1[C:8](=[O:10])[CH3:9].[Br:11]CC(C1C=C(Cl)C=CC=1Cl)=O>>[Br:11][CH2:9][C:8]([C:3]1[CH:4]=[CH:5][CH:6]=[CH:7][C:2]=1[Br:1])=[O:10]. Procedure: This compound was prepared from 1-(2-bromo-phenyl)-ethanone (2.5 g, 12.6 mmol) in the manner described for 2-bromo-1-(2,5-dichlorophenyl)ethanone (Method I-2), affording 1.98 g (57%) of 2-bromo-1-(2-bromo-phenyl)-ethanone as a clear oil. 1H-NMR (CD2Cl2) δ 8.13 (t, J=2 Hz, 1H), 7.92 (dm, J=8 Hz, 1H), 7.78 (dm, J=8 Hz, 1H), 7.42 (t, J=8 Hz, 1H), 4.49 (s, 2H); TLC Rf=0.38, 15%, ethyl acetate-hexanes. The reactants are COC1=C(C=CC=C1)N1CCN(CC1)CCC1SC2=C(NC1=O)C=CC=C2 (2-[2-[4-(2-methoxyphenyl)-1-piperazinyl]ethyl]-2H-1,4-benzothiazin-3(4H)-one), [H-].[Na+] (sodium hydride), ice water, C(C)I (ethyl iodide). Run in CN(C=O)C (dimethylformamide). The product is C(C)N1C(C(SC2=C1C=CC=C2)CCN2CCN(CC2)C2=C(C=CC=C2)OC)=O (4-ethyl-2-[2-[4-(2-methoxyphenyl)-1-piperazinyl]ethyl]-2H-1,4-benzothiazin-3(4H)-one). RXN SMILES: [CH3:1][O:2][C:3]1[CH:8]=[CH:7][CH:6]=[CH:5][C:4]=1[N:9]1[CH2:14][CH2:13][N:12]([CH2:15][CH2:16][CH:17]2[C:22](=[O:23])[NH:21][C:20]3[CH:24]=[CH:25][CH:26]=[CH:27][C:19]=3[S:18]2)[CH2:11][CH2:10]1.[H-].[Na+].[CH2:30](I)[CH3:31]>CN(C)C=O>[CH2:30]([N:21]1[C:20]2[CH:24]=[CH:25][CH:26]=[CH:27][C:19]=2[S:18][CH:17]([CH2:16][CH2:15][N:12]2[CH2:11][CH2:10][N:9]([C:4]3[CH:5]=[CH:6][CH:7]=[CH:8][C:3]=3[O:2][CH3:1])[CH2:14][CH2:13]2)[C:22]1=[O:23])[CH3:31] |f:1.2|. Reported procedure: In a solution of 1.0 g of 2-[2-[4-(2-methoxyphenyl)-1-piperazinyl]ethyl]-2H-1,4-benzothiazin-3(4H)-one, in 10 ml of dimethylformamide, was added 120 mg of 60% sodium hydride in oil at room temperature with stirring. The mixture was stirred for 10 minutes and 480 mg of ethyl iodide was added thereto. The whole mixture was stirred for further two hours, poured into ice-water and extracted with ethyl acetate. The ethyl acetate layer was washed with water and dried (MgSO4), and concentrated. The res...